This data is from the Open Reaction Database (ORD), a public repository of structured organic reaction records. The task is: describe an organic reaction: reactants, conditions, products, and yield Reactants: C(C)(C)(C)OC(=O)N1CCC(CC1)N1C2=CC=CC=C2OC=2C=C(C=CC12)C1=NN=NN1 (4-[3-(1H-tetrazol-5-yl)-phenoxazin-10-yl]-piperidine-1-carboxylic acid tert-butyl ester), C(C)(C)(C)OC(=O)N1CCC(CC1)N1C2=CC=CC=C2OC=2C=C(C=CC12)C1=NN=NN1 (4-[3-(1H-Tetrazol-5-yl)-phenoxazin-10-yl]-piperidine-1-carboxylic acid tert-butyl ester), C(=O)(C(F)(F)F)O (TFA), Cl (hydrochloric acid), C(C)(C)(C)OC(=O)N1CCC(CC1)N1C2=CC=CC(=C2OC=2C=C(C=CC12)Cl)OC (4-(3-chloro-6-methoxy-phenoxazin-10-yl)-piperidine-1-carboxylic acid tert-butyl ester), C(C)(C)(C)OC(=O)N1CCC(CC1)N1C2=CC=CC(=C2OC=2C=C(C=CC12)Cl)OC (4-(3-Chloro-6-methoxy-phenoxazin-10-yl)-piperidine-1-carboxylic acid tert-butyl ester). Run in C(Cl)Cl (methylene chloride). Product: ClC=1C=CC=2N(C3=CC=CC(=C3OC2C1)OC)C1CCNCC1 (3-Chloro-6-methoxy-10-piperidin-4-yl-10H-phenoxazine), C(=O)(C(F)(F)F)O (TFA). RXN SMILES: C(OC([N:8]1[CH2:13][CH2:12][CH:11]([N:14]2[C:27]3[CH:26]=[CH:25][C:24]([Cl:28])=[CH:23][C:22]=3[O:21][C:20]3[C:15]2=[CH:16][CH:17]=[CH:18][C:19]=3[O:29][CH3:30])[CH2:10][CH2:9]1)=O)(C)(C)C.C(OC(N1CCC(N2C3C=CC(C4NN=NN=4)=CC=3OC3C2=CC=CC=3)CC1)=O)(C)(C)C.[C:63]([OH:69])([C:65]([F:68])([F:67])[F:66])=[O:64].Cl>C(Cl)Cl>[Cl:28][C:24]1[CH:25]=[CH:26][C:27]2[N:14]([CH:11]3[CH2:12][CH2:13][NH:8][CH2:9][CH2:10]3)[C:15]3[C:20]([O:21][C:22]=2[CH:23]=1)=[C:19]([O:29][CH3:30])[CH:18]=[CH:17][CH:16]=3.[C:63]([OH:69])([C:65]([F:68])([F:67])[F:66])=[O:64]. Reported procedure: Using an adaptation of the method described in Procedure 6, substituting 4-(3-chloro-6-methoxy-phenoxazin-10-yl)-piperidine-1-carboxylic acid tert-butyl ester, 1p, for 4-[3-(1H-tetrazol-5-yl)-phenoxazin-10-yl]-piperidine-1-carboxylic acid tert-butyl ester, 5a, and a mixture of TFA in methylene chloride for a 4N hydrochloric acid solution, the title compound 3-chloro-6-methoxy-10-piperidin-4-yl-10H-phenoxazine, 7p was obtained as a TFA salt after purification via reverse phase HPLC (eluent gradie... Starting materials: [N+](=O)([O-])C1=CC=C(C=C1)[C@H]1[C@@H](C1)C(=O)O (racemic-(trans)-2-(4-nitrophenyl)cyclopropanecarboxylic acid), C(C)(=O)OCC (ethyl acetate). Reagents/catalysts: O=[Pt]=O (PtO2). The solvent is CO (MeOH). Conditions: time 1 hour. Yields the product NC1=CC=C(C=C1)[C@H]1[C@@H](C1)C(=O)O (Racemic-(trans)-2-(4-aminophenyl)cyclopropanecarboxylic Acid). Isolated yield 101.8%. As a reaction SMILES: [N+:1]([C:4]1[CH:9]=[CH:8][C:7]([C@@H:10]2[CH2:12][C@H:11]2[C:13]([OH:15])=[O:14])=[CH:6][CH:5]=1)([O-])=O.C(OCC)(=O)C>O=[Pt]=O.CO>[NH2:1][C:4]1[CH:5]=[CH:6][C:7]([C@@H:10]2[CH2:12][C@H:11]2[C:13]([OH:15])=[O:14])=[CH:8][CH:9]=1. Procedure: A Fischer-Porter bottle containing racemic-(trans)-2-(4-nitrophenyl)cyclopropanecarboxylic acid (V-2) (4.60 g, 22.22 mmol), PtO2 (0.16 g, 0.70 mmol), ethyl acetate (70 mL) and MeOH (50 mL) was purged with N2 (3x's) then charged with 40 psig H2 at RT. After 1 h, the bottle was carefully vented and the suspension was filtered through Celite. The solution was concentrated to give the title compound as a white powder (4.01 g, ˜100%). 1H NMR (400 MHz, DMSO) δ 6.79 (d, J=8.6 Hz, 2H), 6.47 (d, J=8.6, 2...